From a dataset of the Open Reaction Database (ORD), a public repository of structured organic reaction records. describe an organic reaction: reactants, conditions, products, and yield Starting materials: CCOC(=O)c1sc(N2CC3C2CCN3C(=O)OC(C)(C)C)nc1C, ClCCl, O, O=P(O)(O)O. Yields the product CCOC(=O)c1sc(N2CC3NCCC32)nc1C. Reaction SMILES: [CH2:6]([CH3:7])[O:8][C:9](=[O:10])[c:11]1[c:12]([CH3:30])[n:13][c:14]([N:16]2[CH:17]3[CH2:18][CH2:19][N:20]([C:23]([O:24][C:25]([CH3:26])([CH3:27])[CH3:28])=[O:29])[CH:21]3[CH2:22]2)[s:15]1.[Cl:32][CH2:33][Cl:34].[OH2:31].[P:1](=[O:2])([OH:3])([OH:4])[OH:5]>>[CH2:6]([CH3:7])[O:8][C:9](=[O:10])[c:11]1[c:12]([CH3:30])[n:13][c:14]([N:16]2[CH:17]3[CH2:18][CH2:19][NH:20][CH:21]3[CH2:22]2)[s:15]1. The reactants are C(C)(=O)O[C@@H]1[C@@]2([C@]3(C=CC(C=C3CC[C@H]2[C@@H]2CCC([C@@]2(C)C1)(SC)SCC)=O)C)F (11β-acetyloxy-17-(ethylthio)-9-fluoro-17-(methylthio)androsta-1,4-diene-3-one), C(C)(=O)O (acetic acid), [OH-].[Na+] (sodium hydroxide). The solvent is CO (methanol), O1CCCC1 (tetrahydrofuran). Yields the product C(C)SC1([C@]2(C)[C@@H](CC1)[C@@H]1CCC3=CC(C=C[C@]3(C)[C@]1([C@H](C2)O)F)=O)SC (17-(Ethylthio)-9-fluoro-11β-hydroxy-17-(methylthio)androsta-1,4-diene-3-one). Yield: 97.8%. RXN SMILES: C([O:4][C@H:5]1[CH2:22][C@@:20]2([CH3:21])[C@@H:16]([CH2:17][CH2:18][C:19]2([S:25][CH2:26][CH3:27])[S:23][CH3:24])[C@H:15]2[C@@:6]1([F:30])[C@:7]1([CH3:29])[C:12]([CH2:13][CH2:14]2)=[CH:11][C:10](=[O:28])[CH:9]=[CH:8]1)(=O)C.[OH-].[Na+].C(O)(=O)C>CO.O1CCCC1>[CH2:26]([S:25][C:19]1([S:23][CH3:24])[CH2:18][CH2:17][C@H:16]2[C@H:15]3[C@:6]([F:30])([C@@H:5]([OH:4])[CH2:22][C@:20]12[CH3:21])[C@:7]1([CH3:29])[C:12](=[CH:11][C:10](=[O:28])[CH:9]=[CH:8]1)[CH2:13][CH2:14]3)[CH3:27] |f:1.2|. Procedure: A solution of 11β-acetyloxy-17-(ethylthio)-9-fluoro-17-(methylthio)androsta-1,4-diene-3-one (620 mg) in a mixture of methanol (20 ml) and tetrahydrofuran (10 ml) is stirred under nitrogen with 3 M aqueous sodium hydroxide (1.5 ml). After eighteen hours, a slight excess of acetic acid is added. The mixture is concentrated in vacuo, diluted with water and extracted with chloroform. The chloroform solution is washed with water, dried, evaporated and chromatographed over a column of silica gel (10 g... Reactants: ClC=1C=C(C=CC1)CC(=O)O (3-chlorophenylacetic acid), ClC=1SC=CC1 (2-chlorothiophene), ClCCCl (DCE), O=P12OP3(=O)OP(=O)(O1)OP(=O)(O2)O3 (phosphorus pentoxide). Solvent: CCOCC (ether). Conditions: time 120 minute. The product is ClC=1C=C(C=CC1)CC(=O)C=1SC(=CC1)Cl (2-(3-Chlorophenyl)-1-(5-chlorothiophen-2-yl)ethanone). RXN SMILES: O=P12OP3(OP(OP(O3)(O1)=O)(=O)O2)=O.[Cl:15][C:16]1[CH:17]=[C:18]([CH2:22][C:23]([OH:25])=O)[CH:19]=[CH:20][CH:21]=1.[Cl:26][C:27]1[S:28][CH:29]=[CH:30][CH:31]=1.ClCCCl>CCOCC>[Cl:15][C:16]1[CH:17]=[C:18]([CH2:22][C:23]([C:29]2[S:28][C:27]([Cl:26])=[CH:31][CH:30]=2)=[O:25])[CH:19]=[CH:20][CH:21]=1. Procedure details: To a 500-mL round-bottomed flask was added silica gel 60 (21 g, 350 mmol) and the flask was heated with a heat gun under high vacuum for 30 min. The system was cooled to room temperature and phosphorus pentoxide (8.75 mL, 148 mmol) was added. The mixture was stirred at 110° C. (oil bath) under high vacuum for 120 min. The mixture was allowed to cool to room temperature. 3-chlorophenylacetic acid (15.6 g, 91 mmol), 2-chlorothiophene (33.8 mL, 366 mmol) and DCE (50 mL) were added. The reaction mix... The reactants are CCCCCCCCCCCCCC(=O)Oc1ccc(C(=O)O)cc1, CN(C)c1ccncc1, C(=NC1CCCCC1)=NC1CCCCC1, ClCCl, CCCCCCC(C)C(=O)c1ccc(-c2ccc(O)cc2)cc1. The product is CCCCCCCCCCCCCC(=O)Oc1ccc(C(=O)O)cc1, CCCCCCC(C)C(=O)c1ccc(-c2ccccc2)cc1. Reaction SMILES: [C:1]([CH2:2][CH2:3][CH2:4][CH2:5][CH2:6][CH2:7][CH2:8][CH2:9][CH2:10][CH2:11][CH2:12][CH2:13][CH3:14])(=[O:15])[O:16][c:17]1[cH:18][cH:19][c:20]([C:21](=[O:22])[OH:23])[cH:24][cH:25]1.[CH3:64][N:65]([CH3:66])[c:67]1[cH:68][cH:69][n:70][cH:71][cH:72]1.[CH:49]1([N:50]=[C:51]=[N:52][CH:53]2[CH2:54][CH2:55][CH2:56][CH2:57][CH2:58]2)[CH2:59][CH2:60][CH2:61][CH2:62][CH2:63]1.[Cl:73][CH2:74][Cl:75].[OH:26][c:27]1[cH:28][cH:29][c:30](-[c:33]2[cH:34][cH:35][c:36]([C:39]([CH:40]([CH2:41][CH2:42][CH2:43][CH2:44][CH2:45][CH3:46])[CH3:47])=[O:48])[cH:37][cH:38]2)[cH:31][cH:32]1>>[C:1]([CH2:2][CH2:3][CH2:4][CH2:5][CH2:6][CH2:7][CH2:8][CH2:9][CH2:10][CH2:11][CH2:12][CH2:13][CH3:14])(=[O:15])[O:16][c:17]1[cH:18][cH:19][c:20]([C:21](=[O:22])[OH:23])[cH:24][cH:25]1.[cH:27]1[cH:28][cH:29][c:30](-[c:33]2[cH:34][cH:35][c:36]([C:39]([CH:40]([CH2:41][CH2:42][CH2:43][CH2:44][CH2:45][CH3:46])[CH3:47])=[O:48])[cH:37][cH:38]2)[cH:31][cH:32]1.